This data is from the Open Reaction Database (ORD), a public repository of structured organic reaction records. The task is: describe an organic reaction: reactants, conditions, products, and yield The product is CN1C(=O)N(c2cc(Cl)cc(Cl)c2)C(=O)C12CN(S(=O)(=O)c1cccc(C(=O)O)c1)CC2c1ccc(C#N)cc1. The reactants are O=C([O-])O, CC(C)=O, CN1C(=O)N(c2cc(Cl)cc(Cl)c2)C(=O)C12CNCC2c1ccc(C#N)cc1, O=C(O)c1cccc(S(=O)(=O)Cl)c1, [Na+], O. Reaction SMILES: [C:42](=[O:43])([OH:44])[O-:45].[CH3:47][C:48](=[O:49])[CH3:50].[Cl:1][c:2]1[cH:3][c:4]([N:9]2[C:10](=[O:28])[N:11]([CH3:27])[C:12]3([C:13]2=[O:14])[CH2:15][NH:16][CH2:17][CH:18]3[c:19]2[cH:20][cH:21][c:22]([C:23]#[N:24])[cH:25][cH:26]2)[cH:5][c:6]([Cl:8])[cH:7]1.[Cl:29][S:30](=[O:31])(=[O:32])[c:33]1[cH:34][c:35]([C:36](=[O:37])[OH:38])[cH:39][cH:40][cH:41]1.[Na+:46].[OH2:51]>>[Cl:1][c:2]1[cH:3][c:4]([N:9]2[C:10](=[O:28])[N:11]([CH3:27])[C:12]3([C:13]2=[O:14])[CH2:15][N:16]([S:30](=[O:31])(=[O:32])[c:33]2[cH:34][c:35]([C:36](=[O:37])[OH:38])[cH:39][cH:40][cH:41]2)[CH2:17][CH:18]3[c:19]2[cH:20][cH:21][c:22]([C:23]#[N:24])[cH:25][cH:26]2)[cH:5][c:6]([Cl:8])[cH:7]1. Starting materials: [I-].[K+] (potassium iodide), FC(C=1C=C(C(=O)N2[C@@H](CNCC2)CC2=CC3=CC=CC=C3C=C2)C=C(C1)C(F)(F)F)(F)F ((2R)-1-[3,5-bis(trifluoromethyl)benzoyl]-2-(2-naphthylmethyl)piperazine), Cl.S1CCN(CC1)CC#CCCl (4-thiomorpholino-2-butynyl chloride hydrochloride), C([O-])([O-])=O.[K+].[K+] (potassium carbonate). The solvent is C(C)#N (acetonitrile). The product is Cl.Cl.FC(C=1C=C(C(=O)N2[C@@H](CN(CC2)CC#CCN2CCSCC2)CC2=CC3=CC=CC=C3C=C2)C=C(C1)C(F)(F)F)(F)F ((2R)-1-[3,5-bis(trifluoromethyl)benzoyl]-2-(2-naphthylmethyl)-4-(4-thiomorpholino-2-butynyl)piperazine dihydrochloride). Isolated yield 67.3%. As a reaction SMILES: [F:1][C:2]([F:33])([F:32])[C:3]1[CH:4]=[C:5]([CH:25]=[C:26]([C:28]([F:31])([F:30])[F:29])[CH:27]=1)[C:6]([N:8]1[CH2:13][CH2:12][NH:11][CH2:10][C@H:9]1[CH2:14][C:15]1[CH:24]=[CH:23][C:22]2[C:17](=[CH:18][CH:19]=[CH:20][CH:21]=2)[CH:16]=1)=[O:7].[ClH:34].[S:35]1[CH2:40][CH2:39][N:38]([CH2:41][C:42]#[C:43][CH2:44][Cl:45])[CH2:37][CH2:36]1.C(=O)([O-])[O-].[K+].[K+].[I-].[K+]>C(#N)C>[ClH:45].[ClH:34].[F:31][C:28]([F:29])([F:30])[C:26]1[CH:25]=[C:5]([CH:4]=[C:3]([C:2]([F:1])([F:32])[F:33])[CH:27]=1)[C:6]([N:8]1[CH2:13][CH2:12][N:11]([CH2:44][C:43]#[C:42][CH2:41][N:38]2[CH2:39][CH2:40][S:35][CH2:36][CH2:37]2)[CH2:10][C@H:9]1[CH2:14][C:15]1[CH:24]=[CH:23][C:22]2[C:17](=[CH:18][CH:19]=[CH:20][CH:21]=2)[CH:16]=1)=[O:7] |f:1.2,3.4.5,6.7,9.10.11|. Procedure details: A mixture of (2R)-1-[3,5-bis(trifluoromethyl)benzoyl]-2-(2-naphthylmethyl)piperazine (300 mg), 4-thiomorpholino-2-butynyl chloride hydrochloride (170 mg) and powdered potassium carbonate (210 mg) in dry acetonitrile (3 ml) was refluxed for 7.5 hours in the presence of potassium iodide (20 mg). The reaction mixture was cooled and then filtered. The filtrate was concentrated under reduced pressure and the resulting residue was purified by column chromatography on silica gel using a mixture of ethy... Starting materials: C=Cc1cc(O)c(C(=O)OC)c(C(=O)OC)c1C, CCOC(C)=O, [H][H], c1ccccc1. Yields the product CCc1cc(O)c(C(=O)OC)c(C(=O)OC)c1C. As a reaction SMILES: [CH3:1][O:2][C:3]([c:4]1[c:5]([C:6](=[O:7])[O:8][CH3:9])[c:10]([CH3:17])[c:11]([CH:15]=[CH2:16])[cH:12][c:13]1[OH:14])=[O:18].[CH3:27][CH2:28][O:29][C:30]([CH3:31])=[O:32].[H:19][H:20].[cH:21]1[cH:22][cH:23][cH:24][cH:25][cH:26]1>>[CH3:1][O:2][C:3]([c:4]1[c:5]([C:6](=[O:7])[O:8][CH3:9])[c:10]([CH3:17])[c:11]([CH2:15][CH3:16])[cH:12][c:13]1[OH:14])=[O:18]. Reactants: imine, imine, ClC=1C(=C(C=CC1)C(CC(C=O)(C(F)(F)F)O)(C)C)OC (4-(3-chloro-2-methoxyphenyl)-2-hydroxy-4-methyl-2-(trifluoromethyl)pentanal), NC1=C2C=NN(C(C2=CC=C1)=O)C (5-amino-2-methyl-phthalazin-1-one). Reagents/catalysts: [Ti](Cl)(Cl)(Cl)Cl (titanium tetrachloride). The solvent is ClCCl (dichloromethane). Yields the product ClC=1C(=C2C(CC(C(C2=CC1)NC1=C2C=NN(C(C2=CC=C1)=O)C)(C(F)(F)F)O)(C)C)OC (5-{[6-Chloro-4,4-dimethyl-5-methoxy-2-hydroxy-2-(trifluoromethyl)-1,2,3,4-tetrahydronaphthalen-1-yl]amino}-2-methylphthalazin-1-one). Yield: 7.7%. RXN SMILES: [Cl:1][C:2]1[C:3]([O:20][CH3:21])=[C:4]([C:8]([CH3:19])([CH3:18])[CH2:9][C:10]([OH:17])([C:13]([F:16])([F:15])[F:14])[CH:11]=O)[CH:5]=[CH:6][CH:7]=1.[NH2:22][C:23]1[CH:32]=[CH:31][CH:30]=[C:29]2[C:24]=1[CH:25]=[N:26][N:27]([CH3:34])[C:28]2=[O:33]>ClCCl.[Ti](Cl)(Cl)(Cl)Cl>[Cl:1][C:2]1[C:3]([O:20][CH3:21])=[C:4]2[C:5](=[CH:6][CH:7]=1)[CH:11]([NH:22][C:23]1[CH:32]=[CH:31][CH:30]=[C:29]3[C:24]=1[CH:25]=[N:26][N:27]([CH3:34])[C:28]3=[O:33])[C:10]([OH:17])([C:13]([F:15])([F:16])[F:14])[CH2:9][C:8]2([CH3:19])[CH3:18]. Procedure details: Analogously to Example 10, the corresponding imine is produced starting from 1.0 g of 4-(3-chloro-2-methoxyphenyl)-2-hydroxy-4-methyl-2-(trifluoromethyl)pentanal and 542 mg of 5-amino-2-methyl-phthalazin-1-one. As in Example 3, 840 mg of the imine is reacted by reaction with 43.6 ml of titanium tetrachloride (1 M in dichloromethane) in 40 ml of dichloromethane, and 114 mg of the title compound is obtained. Reported procedure: A mixture of 7.5 g of 1-(4-bromophenyl)isoquinoline-5-acetonitrile, 70 ml of acetic acid and 35 ml of 50% sulfuric acid was heated with stirring for 3 hours. After the reaction, water was added, and the pH of the reaction mixture was adjusted to 2 with an aqueous solution of sodium hydroxide. The crystals that precipitated were collected by filtration, and recrystallized from tetrahydrofuran-acetone to afford 7.0 g of 1-(4-bromophenyl)isoquinoline-5-acetic acid having a melting point of 230.5° t... As a reaction SMILES: [Br:1][C:2]1[CH:7]=[CH:6][C:5]([C:8]2[C:17]3[CH:16]=[CH:15][CH:14]=[C:13](CC#N)[C:12]=3[CH:11]=[CH:10][N:9]=2)=[CH:4][CH:3]=1.[C:21]([OH:24])(=[O:23])[CH3:22].S(=O)(=O)(O)O.[OH-].[Na+]>O>[Br:1][C:2]1[CH:7]=[CH:6][C:5]([C:8]2[C:17]3[CH:16]=[CH:15][CH:14]=[C:13]([CH2:22][C:21]([OH:24])=[O:23])[C:12]=3[CH:11]=[CH:10][N:9]=2)=[CH:4][CH:3]=1 |f:3.4|. Run in O (water). Run at time 3 hour. Yields the product BrC1=CC=C(C=C1)C1=NC=CC=2C(=CC=CC12)CC(=O)O (1-(4-bromophenyl)isoquinoline-5-acetic acid). The reactants are BrC1=CC=C(C=C1)C1=NC=CC=2C(=CC=CC12)CC#N (1-(4-bromophenyl)isoquinoline-5-acetonitrile), C(C)(=O)O (acetic acid), S(O)(O)(=O)=O (sulfuric acid), [OH-].[Na+] (sodium hydroxide). Reactants: C(C)(C)(C)[Si](OC(CC(CCC1C(C=CC2=CC(CC(C12)OC(C(CC)C)=O)C)C)=O)CC(NC)=O)(C)C (2-methyl-butyric acid 8-[5-(tert.-butyl-dimethyl-silanyloxy)-6-methylcarbamoyl-3oxo-hexyl]-3,7-dimethyl-1,2,3,7,8,8a-hexahydro-naphthalen-1-yl ester), C(C)(=O)O (acetic acid), O.O.O.[F-].C(CCC)[N+](CCCC)(CCCC)CCCC (tetrabutylammonium fluoride trihydrate), C1CCOC1 (THF). Solvent: C(C)(=O)OCC (ethyl acetate). Reaction conditions: time 3 hour. Product: COC=1C=C(CN[C@H](CC[C@H]2[C@H](C=CC3=C[C@@H](C[C@@H]([C@H]23)OC([C@H](CC)C)=O)C)C)C[C@H](CC(NC)=O)O)C=CC1OC ((S)-2-Methyl-butyric acid (1S,3R,7S,8S,8aR)-8-[(3R,5R)3-(3,4-dimethoxy-benzylamino)-5-hydroxy-6-methylcarbamoyl-hexyl]-3,7-dimethyl-1,2,3,7,8,8a-hexahydronaphthalen-1-yl ester), OC(CC(CCC1C(C=CC2=CC(CC(C12)OC(C(CC)C)=O)C)C)=O)CC(NC)=O (2-methyl-butyric acid 8-(5-hydroxy-6-methylcarbamoyl-3-oxo-hexyl)-3,7-dimethyl-1,2,3,7,8,8a-hexahydro-naphthalen-1-yl ester). Reaction SMILES: C([Si](C)(C)[O:6][CH:7]([CH2:32][C:33](=[O:36])[NH:34][CH3:35])[CH2:8][C:9](=[O:31])[CH2:10][CH2:11][CH:12]1[CH:21]2[C:16](=[CH:17][CH:18]([CH3:29])[CH2:19][CH:20]2[O:22][C:23](=[O:28])[CH:24]([CH3:27])[CH2:25][CH3:26])[CH:15]=[CH:14][CH:13]1[CH3:30])(C)(C)C.[C:39](O)(=[O:41])C.O.O.O.[F-].C([N+:51]([CH2:60][CH2:61][CH2:62][CH3:63])(CCCC)CCCC)CCC.[CH2:64]1[CH2:68][O:67][CH2:66][CH2:65]1>C(OCC)(=O)C>[CH3:39][O:41][C:65]1[CH:64]=[C:61]([CH:62]=[CH:63][C:66]=1[O:67][CH3:68])[CH2:60][NH:51][C@@H:9]([CH2:8][C@@H:7]([OH:6])[CH2:32][C:33](=[O:36])[NH:34][CH3:35])[CH2:10][CH2:11][C@@H:12]1[C@@H:21]2[C:16](=[CH:17][C@H:18]([CH3:29])[CH2:19][C@@H:20]2[O:22][C:23](=[O:28])[C@@H:24]([CH3:27])[CH2:25][CH3:26])[CH:15]=[CH:14][C@@H:13]1[CH3:30].[OH:6][CH:7]([CH2:32][C:33](=[O:36])[NH:34][CH3:35])[CH2:8][C:9](=[O:31])[CH2:10][CH2:11][CH:12]1[CH:21]2[C:16](=[CH:17][CH:18]([CH3:29])[CH2:19][CH:20]2[O:22][C:23](=[O:28])[CH:24]([CH3:27])[CH2:25][CH3:26])[CH:15]=[CH:14][CH:13]1[CH3:30] |f:2.3.4.5.6|. Reported procedure: To a solution of 900 mg (1.65 mmol) of 2-methyl-butyric acid 8-[5-(tert.-butyl-dimethyl-silanyloxy)-6-methylcarbamoyl-3oxo-hexyl]-3,7-dimethyl-1,2,3,7,8,8a-hexahydro-naphthalen-1-yl ester in 5 ml of THF are added 700 mg (11.7 mmol) of acetic acid and 1.0 g (3.2 mmol) of tetrabutylammonium fluoride trihydrate. The reaction mixture is stirred for 3 hours at rt. It is then diluted with 30 ml of ethyl acetate and washed successively with a saturated aqueous sodium bicarbonate solution and water. The...